Dataset: the Open Reaction Database (ORD), a public repository of structured organic reaction records. Task: describe an organic reaction: reactants, conditions, products, and yield Reactants: OCCOCc1ccccc1, CC#N, [Na+], [OH-], Oc1ccc(OCc2ccccc2)cc1, Cc1ccc(S(=O)(=O)Cl)cc1. Product: c1ccc(COCCOc2ccc(OCc3ccccc3)cc2)cc1. RXN SMILES: [CH2:1]([c:2]1[cH:3][cH:4][cH:5][cH:6][cH:7]1)[O:8][CH2:9][CH2:10][OH:11].[CH3:40][C:41]#[N:42].[Na+:24].[OH-:23].[OH:25][c:26]1[cH:27][cH:28][c:29]([O:30][CH2:31][c:32]2[cH:33][cH:34][cH:35][cH:36][cH:37]2)[cH:38][cH:39]1.[c:12]1([CH3:13])[cH:14][cH:15][c:16]([S:17]([Cl:18])(=[O:19])=[O:20])[cH:21][cH:22]1>>[CH2:1]([c:2]1[cH:3][cH:4][cH:5][cH:6][cH:7]1)[O:8][CH2:9][CH2:10][O:11][c:26]1[cH:27][cH:28][c:29]([O:30][CH2:31][c:32]2[cH:33][cH:34][cH:35][cH:36][cH:37]2)[cH:38][cH:39]1. Yields the product ClC1=C(CNCCC2=CC(=C(C=C2)OC)OC)C=CC=C1 (N-(2-Chlorobenzyl)-2-(3,4-dimethoxyphenyl)-ethylamine). The reactants are COC=1C=C(C=CC1OC)CCN (2-(3,4-Dimethoxyphenyl)-ethylamine), ClC1=C(C=O)C=CC=C1 (o-chlorobenzaldehyde), [BH4-].[Na+] (sodium borohydride). Reported procedure: 2-(3,4-Dimethoxyphenyl)-ethylamine (80.3 g, 0.443 mol) and o-chlorobenzaldehyde (62 g, 0.443 mol) are boiled (1 hour) in toluene (500 ml) using a water separator. The reaction mixture is evaporated, the oily residue is taken up in methanol (500 ml) and combined, under vigorous stirring and intensive cooling, with a solution of sodium borohydride (16.9 g, 0.443 mol) in water (50 ml). After it has all been added, the resulting mixture is stirred (1 hour) at ambient temperature, concentrated in vac... The solvent is C1(=CC=CC=C1)C (toluene), O (water), O (water). Reaction SMILES: [CH3:1][O:2][C:3]1[CH:4]=[C:5]([CH2:11][CH2:12][NH2:13])[CH:6]=[CH:7][C:8]=1[O:9][CH3:10].[Cl:14][C:15]1[CH:22]=[CH:21][CH:20]=[CH:19][C:16]=1[CH:17]=O.[BH4-].[Na+]>C1(C)C=CC=CC=1.O>[Cl:14][C:15]1[CH:22]=[CH:21][CH:20]=[CH:19][C:16]=1[CH2:17][NH:13][CH2:12][CH2:11][C:5]1[CH:6]=[CH:7][C:8]([O:9][CH3:10])=[C:3]([O:2][CH3:1])[CH:4]=1 |f:2.3|. Starting materials: C(#N)C1=CC=C(C=C1)C(CC(C(C(=O)C1=CC=CC=C1)C)=O)=O (5-(4-cyanophenyl)-2-methyl-1-phenyl-1,3,5-pentanetrione), NC1=CC=CC=C1 (aniline), CS(=O)(=O)O (methanesulfonic acid), FC(S(=O)(=O)O)(F)F (trifluoromethanesulfonic acid), resultant mixture. Run in C=1(C(=CC=CC1)C)C (xylene). The product is C(#N)C1=CC=C(C=C1)C1=CC(C(=C(N1C1=CC=CC=C1)C1=CC=CC=C1)C)=O (6-(4-cyanophenyl)-3-methyl-1,2-diphenyl-4(1H)-pyridinone). The yield is 20.1%. As a reaction SMILES: [C:1]([C:3]1[CH:8]=[CH:7][C:6]([C:9](=O)[CH2:10][C:11](=[O:22])[CH:12]([CH3:21])[C:13]([C:15]2[CH:20]=[CH:19][CH:18]=[CH:17][CH:16]=2)=O)=[CH:5][CH:4]=1)#[N:2].[NH2:24][C:25]1[CH:30]=[CH:29][CH:28]=[CH:27][CH:26]=1.CS(O)(=O)=O.FC(F)(F)S(O)(=O)=O>C1(C)C(C)=CC=CC=1>[C:1]([C:3]1[CH:8]=[CH:7][C:6]([C:9]2[N:24]([C:25]3[CH:30]=[CH:29][CH:28]=[CH:27][CH:26]=3)[C:13]([C:15]3[CH:20]=[CH:19][CH:18]=[CH:17][CH:16]=3)=[C:12]([CH3:21])[C:11](=[O:22])[CH:10]=2)=[CH:5][CH:4]=1)#[N:2]. Reported procedure: In 400 ml of xylene were dissolved 10.0 g (0.033 mole) of 5-(4-cyanophenyl)-2-methyl-1-phenyl-1,3,5-pentanetrione, 25.0 g (0.26 mole) of aniline and 7.0 g (0.073 mole) of methanesulfonic acid. The solution obtained was heated under reflux for 30 minutes in a reactor fitted with a Dean-Stark apparatus. After cooling, 6.5 g (0.043) of trifluoromethanesulfonic acid was added further to the reaction mixture and the resultant mixture was similarly heated under reflux for 30 minutes. After cooling, so... Starting materials: C(C)(=O)[O-].[Na+] (sodium acetate), Cl.C(#N)C1=CC=C(C=C1)NN (4-Cyanophenyl hydrazine hydrochloride), C1(C=2C(C(N1C1CCC(CC1)=O)=O)=CC=CC2)=O (4-Phthalimido cyclohexanone). The solvent is C(C)(=O)O (acetic acid). Product: C1(C=2C(C(N1C1CCC=3NC4=CC=C(C=C4C3C1)C#N)=O)=CC=CC2)=O (3-phthalimido-6-cyano-1,2,3,4-tetrahydrocarbazole). As a reaction SMILES: Cl.[C:2]([C:4]1[CH:9]=[CH:8][C:7]([NH:10]N)=[CH:6][CH:5]=1)#[N:3].C([O-])(=O)C.[Na+].[C:17]1(=[O:34])[N:21]([CH:22]2[CH2:27][CH2:26][C:25](=O)[CH2:24][CH2:23]2)[C:20](=[O:29])[C:19]2=[CH:30][CH:31]=[CH:32][CH:33]=[C:18]12>C(O)(=O)C>[C:20]1(=[O:29])[N:21]([CH:22]2[CH2:23][C:24]3[C:8]4[C:7](=[CH:6][CH:5]=[C:4]([C:2]#[N:3])[CH:9]=4)[NH:10][C:25]=3[CH2:26][CH2:27]2)[C:17](=[O:34])[C:18]2=[CH:33][CH:32]=[CH:31][CH:30]=[C:19]12 |f:0.1,2.3|. Procedure: 4-Cyanophenyl hydrazine hydrochloride (4.41 g, 0.026 mole) was dissolved in acetic acid (100 ml) and sodium acetate (2 g) was added. 4-Phthalimido cyclohexanone (6.4 g, 0.026 mole) was added and the mixture heated under reflux overnight. The solvent was removed in vacuo and the residue triturated with methanol to give 3-phthalimido-6-cyano-1,2,3,4-tetrahydrocarbazole as a beige solid, (5.3 g).